Dataset: the Open Reaction Database (ORD), a public repository of structured organic reaction records. Task: describe an organic reaction: reactants, conditions, products, and yield Reactants: [N-]=[N+]=[N-].[Na+] (sodium azide), [Cl-].[NH4+] (ammonium chloride), BrC1=C2C=CC(=CC2=CC=C1OCC#N)CN(C(=O)C1=C(OC2=C1C=CC=C2)CCCC)CCCC (2-butyl-benzofuran-3-carboxylic acid (5-bromo-6-cyanomethoxy-naphthalen-2-ylmethyl)-butyl-amide), [N-]=[N+]=[N-].[Na+] (sodium azide), [Cl-].[NH4+] (ammonium chloride), [OH-].[Na+] (NaOH). Run in CN(C)C=O (DMF), O (water). Reaction conditions: temperature 100 celsius, time 5 hour. Yields the product BrC1=C2C=CC(=CC2=CC=C1OCC1=NN=NN1)CN(C(=O)C1=C(OC2=C1C=CC=C2)CCCC)CCCC (2-Butyl-benzofuran-3-carboxylic acid [5-bromo-6-(1H-tetrazol-5-ylmethoxy)-naphthalen-2-ylmethyl]-butyl-amide). The yield is 90.0%. As a reaction SMILES: [Br:1][C:2]1[C:11]([O:12][CH2:13][C:14]#[N:15])=[CH:10][CH:9]=[C:8]2[C:3]=1[CH:4]=[CH:5][C:6]([CH2:16][N:17]([CH2:33][CH2:34][CH2:35][CH3:36])[C:18]([C:20]1[C:24]3[CH:25]=[CH:26][CH:27]=[CH:28][C:23]=3[O:22][C:21]=1[CH2:29][CH2:30][CH2:31][CH3:32])=[O:19])=[CH:7]2.[N-:37]=[N+:38]=[N-:39].[Na+].[Cl-].[NH4+].[OH-].[Na+]>CN(C=O)C.O>[Br:1][C:2]1[C:11]([O:12][CH2:13][C:14]2[NH:39][N:38]=[N:37][N:15]=2)=[CH:10][CH:9]=[C:8]2[C:3]=1[CH:4]=[CH:5][C:6]([CH2:16][N:17]([CH2:33][CH2:34][CH2:35][CH3:36])[C:18]([C:20]1[C:24]3[CH:25]=[CH:26][CH:27]=[CH:28][C:23]=3[O:22][C:21]=1[CH2:29][CH2:30][CH2:31][CH3:32])=[O:19])=[CH:7]2 |f:1.2,3.4,5.6|. Procedure details: A mixture of 2-butyl-benzofuran-3-carboxylic acid (5-bromo-6-cyanomethoxy-naphthalen-2-ylmethyl)-butyl-amide (0.285 g, 0.52 mmol), prepared in the previous step, sodium azide (0.101 g, 1.56 mmol) and ammonium chloride (0.083 g, 1.56 mmol) in 10 mL of anhydrous DMF was stirred at 100° C. under nitrogen for 5 h. By TLC starting material remained. Additional amounts of sodium azide (0.101 g, 1.56 mmol) and ammonium chloride (0.083 g, 1.56 mmol) were added and the reaction stirred at 100° C. under n... The reactants are C(C)OC(C(C)(C)OC1=C(C=C(C=C1)SCC=1C(=NC(=NC1)C1=CC=C(C=C1)OC(F)(F)F)C1CC1)C)=O (2-{4-[4-cyclopropyl-2-(4-trifluoromethoxy-phenyl)-pyrimidin-5-ylmethylsulfanyl]-2-methyl-phenoxy}-2-methyl-propionic acid ethyl ester), [Li+].[OH-] (LiOH). Run in CCOCC (ether), C1CCOC1.CCO (THF EtOH). Run at time 23 hour. Yields the product C1(CC1)C1=NC(=NC=C1CSC1=CC(=C(OC(C(=O)O)(C)C)C=C1)C)C1=CC=C(C=C1)OC(F)(F)F (2-{4-[4-Cyclopropyl-2-(4-trifluoromethoxy-phenyl)-pyrimidin-5-ylmethylsulfanyl]-2-methyl-phenoxy}-2-methyl-propionic acid). Reaction SMILES: C([O:3][C:4](=[O:38])[C:5]([O:8][C:9]1[CH:14]=[CH:13][C:12]([S:15][CH2:16][C:17]2[C:18]([CH:34]3[CH2:36][CH2:35]3)=[N:19][C:20]([C:23]3[CH:28]=[CH:27][C:26]([O:29][C:30]([F:33])([F:32])[F:31])=[CH:25][CH:24]=3)=[N:21][CH:22]=2)=[CH:11][C:10]=1[CH3:37])([CH3:7])[CH3:6])C.[Li+].[OH-]>C1COCC1.CCO.CCOCC>[CH:34]1([C:18]2[C:17]([CH2:16][S:15][C:12]3[CH:13]=[CH:14][C:9]([O:8][C:5]([CH3:6])([CH3:7])[C:4]([OH:38])=[O:3])=[C:10]([CH3:37])[CH:11]=3)=[CH:22][N:21]=[C:20]([C:23]3[CH:24]=[CH:25][C:26]([O:29][C:30]([F:31])([F:33])[F:32])=[CH:27][CH:28]=3)[N:19]=2)[CH2:36][CH2:35]1 |f:1.2,3.4|. Reported procedure: 0.386 g (0.7 mmol) of the above prepared 2-{4-[4-cyclopropyl-2-(4-trifluoromethoxy-phenyl)-pyrimidin-5-ylmethylsulfanyl]-2-methyl-phenoxy}-2-methyl-propionic acid ethyl ester was dissolved in 12 ml of THF/EtOH (1:1), treated at 0° C. with 2.12 ml (2.1 mmol) of 1N LiOH, and kept at ambient temperature for 23 h. The reaction mixture was taken up in ether and washed with aqueous 10% KHSO4 solution and aqueous 10% NaCl solution. The water phases were extracted with ether (2×). The organic phase was ...